From a dataset of the Open Reaction Database (ORD), a public repository of structured organic reaction records. describe an organic reaction: reactants, conditions, products, and yield Starting materials: COC=1C=CC2=C(SC=C2)C1 (6-methoxybenzo[b]thiophene), ClCl (chlorine). Yields the product COC=1C=CC2=C(SC(=C2)Cl)C1 (6-methoxy-2-chlorobenzo[b]thiophene). RXN SMILES: [CH3:1][O:2][C:3]1[CH:4]=[CH:5][C:6]2[CH:10]=[CH:9][S:8][C:7]=2[CH:11]=1.[Cl:12]Cl>>[CH3:1][O:2][C:3]1[CH:4]=[CH:5][C:6]2[CH:10]=[C:9]([Cl:12])[S:8][C:7]=2[CH:11]=1. Procedure: The same operations as in Preparation example 1 were carried out using 495 mg of 6-methoxybenzo[b]thiophene, and chlorine gas in place of cyclohexanone, and then purification was carried out by TLC (developing solvent, chloroform:n-hexane=4:1) to obtain 172 mg of 6-methoxy-2-chlorobenzo[b]thiophene. Procedure details: To a 1" ID 8" long cylindrical glass reactor, fitted with a gas sparger, a magnetic stirrer and a condenser, was charged 5.0 g of chromium exchanged resin prepared above, 25 g of tetralin (99.3 weight percent purity) and 2 g of 2-methyl-5-ethyl pyridine. The reactor with contents was immersed in a hot-oil bath whose temperature was controlled at 120°±2° C. When the temperature of the reactants had risen to 120° C., oxygen flow at 235 standard ml/minute was started. At the end of two hours the re... Yields the product C1(CCCC2=CC=CC=C12)=O.C1CC(C2=CC=CC=C2C1)O (1-tetralone 1-tetralol), 10.1. Reactants: O=O (oxygen), C1CCCC2=CC=CC=C12 (tetralin), CC1=NC=C(C=C1)CC (2-methyl-5-ethyl pyridine), C1(CCCC2=CC=CC=C12)=O (1-tetralone), C1CC(C2=CC=CC=C2C1)O (1-tetralol). The reagents and catalysts are [Cr] (chromium). RXN SMILES: C1C2C(=CC=CC=2)CCC1.CC1C=CC(CC)=CN=1.O=O.[C:22]1(=[O:32])[C:31]2[C:26](=[CH:27][CH:28]=[CH:29][CH:30]=2)[CH2:25][CH2:24][CH2:23]1.[CH2:33]1[CH2:42][C:41]2[C:36](=[CH:37][CH:38]=[CH:39][CH:40]=2)[CH:35]([OH:43])[CH2:34]1>[Cr]>[C:22]1(=[O:32])[C:31]2[C:26](=[CH:27][CH:28]=[CH:29][CH:30]=2)[CH2:25][CH2:24][CH2:23]1.[CH2:33]1[CH2:42][C:41]2[C:36](=[CH:37][CH:38]=[CH:39][CH:40]=2)[CH:35]([OH:43])[CH2:34]1 |f:6.7|. Starting materials: CC1=C(N)C=CC(=C1)F (2-methyl-4-fluoroaniline), CC=1C(=NC(=NC1CC)N1C(C2=CC=CC=C2CC1)C)Cl (5-methyl-6-ethyl-2-(1-methyl-1,2,3,4-tetrahydroisoquinolin-2-yl)-4-chloropyrimidine). Solvent: CN(C=O)C (dimethylformamide). Yields the product Cl.CC=1C(=NC(=NC1CC)N1C(C2=CC=CC=C2CC1)C)NC1=C(C=C(C=C1)F)C (5-Methyl-6-ethyl-4-(2-methyl-4-fluorophenylamino)-2-(1-methyl-1,2,3,4-tetrahydroisoquinolin-2-yl)pyrimidine hydrochloride). Isolated yield 41.0%. RXN SMILES: [CH3:1][C:2]1[CH:8]=[C:7]([F:9])[CH:6]=[CH:5][C:3]=1[NH2:4].[CH3:10][C:11]1[C:12]([Cl:30])=[N:13][C:14]([N:19]2[CH2:28][CH2:27][C:26]3[C:21](=[CH:22][CH:23]=[CH:24][CH:25]=3)[CH:20]2[CH3:29])=[N:15][C:16]=1[CH2:17][CH3:18]>CN(C)C=O>[ClH:30].[CH3:10][C:11]1[C:12]([NH:4][C:3]2[CH:5]=[CH:6][C:7]([F:9])=[CH:8][C:2]=2[CH3:1])=[N:13][C:14]([N:19]2[CH2:28][CH2:27][C:26]3[C:21](=[CH:22][CH:23]=[CH:24][CH:25]=3)[CH:20]2[CH3:29])=[N:15][C:16]=1[CH2:17][CH3:18] |f:3.4|. Procedure: After 2-methyl-4-fluoroaniline(0.42 ml, 3.8 mmol) was added to a mixture solution of 5-methyl-6-ethyl-2-(1-methyl-1,2,3,4-tetrahydroisoquinolin-2-yl)-4-chloropyrimidine(0.6 g, 2.0 mmol) and dimethylformamide(10 ml), 0.35 g of the titled compound was obtained in accordance with the same procedure as in Step 4 of Example 57. Starting materials: C(OC1=CC=CC=C1)(OC1=CC=CC=C1)=O (diphenyl carbonate), [C@@H]1([C@H](O)[C@H](O)[C@@H](CO)O1)N1C(=O)NC(=O)C=C1 (uridine), C(C)OCC (diethyl ether). The reagents and catalysts are C([O-])(O)=O.[Na+] (sodium bicarbonate). Solvent: CN(P(=O)(N(C)C)N(C)C)C (hexamethylphosphoramide). Conditions: temperature 135 celsius. The product is C1=CN2[C@H]3[C@H]([C@@H]([C@H](O3)CO)O)OC2=NC1=O (2,2'-anhydrouridine). The yield is 91.8%. As a reaction SMILES: [C@@H:1]1([N:10]2[CH:17]=[CH:16][C:14](=[O:15])[NH:13][C:11]2=[O:12])[O:9][C@H:6]([CH2:7][OH:8])[C@@H:4]([OH:5])[C@H:2]1O.C(=O)(OC1C=CC=CC=1)OC1C=CC=CC=1.C(OCC)C>CN(C)P(N(C)C)(N(C)C)=O.C(=O)(O)[O-].[Na+]>[CH:16]1[C:14](=[O:15])[N:13]=[C:11]2[N:10]([C@@H:1]3[O:9][C@H:6]([CH2:7][OH:8])[C@@H:4]([OH:5])[C@@H:2]3[O:12]2)[CH:17]=1 |f:4.5|. Procedure: To a suspension of uridine (200 g, 819 mmoles) in hexamethylphosphoramide (HMPA) (400 ml) was added sodium bicarbonate (5.3 g, 63.1 mmoles, 0.077 equivalents (eq.)) and diphenyl carbonate (228.1 g, 1064.7 mmoles, 1.3 eq.). The mixture was heated to 135° C. for 11 h. After cooling to room temperature, diethyl ether (2 l) was added and the precipitate was filtered off. The solid was washed three times with ether (3×1 l). Water (1 l) was added to the filtrate, the aqueous layer was separated and ex... Reactants: COc1ccc(-c2c(C(=O)O)c(=O)n(Cc3ccccc3OC)c3c2oc2cc([N+](=O)[O-])ccc23)cc1, CO. The product is COc1ccc(-c2c(C(=O)O)c(=O)n(Cc3ccccc3OC)c3c2oc2cc(N)ccc23)cc1. RXN SMILES: [CH3:1][O:2][c:3]1[c:4]([CH2:5][n:6]2[c:7]3[c:8]([c:9](-[c:16]4[cH:17][cH:18][c:19]([O:22][CH3:23])[cH:20][cH:21]4)[c:10]([C:13](=[O:14])[OH:15])[c:11]2=[O:12])[o:24][c:25]2[c:26]3[cH:27][cH:28][c:29]([N+:31]([O-:32])=[O:33])[cH:30]2)[cH:34][cH:35][cH:36][cH:37]1.[CH3:38][OH:39]>>[CH3:1][O:2][c:3]1[c:4]([CH2:5][n:6]2[c:7]3[c:8]([c:9](-[c:16]4[cH:17][cH:18][c:19]([O:22][CH3:23])[cH:20][cH:21]4)[c:10]([C:13](=[O:14])[OH:15])[c:11]2=[O:12])[o:24][c:25]2[c:26]3[cH:27][cH:28][c:29]([NH2:31])[cH:30]2)[cH:34][cH:35][cH:36][cH:37]1.